The task is: describe an organic reaction: reactants, conditions, products, and yield. This data is from the Open Reaction Database (ORD), a public repository of structured organic reaction records. Starting materials: S(=O)(Cl)Cl (thionyl chloride), [N+](=O)([O-])C=1C(=NNC1)C(=O)O (4-nitro-3-pyrazolecarboxylic acid), C([O-])([O-])=O.[K+].[K+] (potassium carbonate), C(C1=CC=CC=C1)Cl (benzyl chloride). Run in C(C)(=O)OCC (ethyl acetate), CO (methanol), CN(C)C=O (DMF). Conditions: time 2 day. Yields the product C(C1=CC=CC=C1)N1N=C(C(=C1)[N+](=O)[O-])C(=O)OC (Methyl 1-benzyl-4-nitro-1H-pyrazole-3-carboxylate). As a reaction SMILES: [N+:1]([C:4]1[C:5]([C:9]([OH:11])=[O:10])=[N:6][NH:7][CH:8]=1)([O-:3])=[O:2].S(Cl)(Cl)=O.[C:16](=O)([O-])[O-].[K+].[K+].[CH2:22](Cl)[C:23]1[CH:28]=[CH:27][CH:26]=[CH:25][CH:24]=1>CO.CN(C=O)C.C(OCC)(=O)C>[CH2:22]([N:7]1[CH:8]=[C:4]([N+:1]([O-:3])=[O:2])[C:5]([C:9]([O:11][CH3:16])=[O:10])=[N:6]1)[C:23]1[CH:28]=[CH:27][CH:26]=[CH:25][CH:24]=1 |f:2.3.4|. Reported procedure: 10 g (63.7 mmol) of 4-nitro-3-pyrazolecarboxylic acid was dissolved in 100 ml of methanol. 5.7 ml (76.4 mmol) of thionyl chloride was added dropwise to the obtained solution under cooling with ice. The temperature was elevated to room temperature and the obtained mixture was stirred for 2 days. After the treatment with ethyl acetate as the extracting solvent by an ordinary method, the solvent was evaporated. The obtained crude product was dissolved in 150 ml of DMF. 9.5 g (68.8 mmol) of potassiu... Reactants: S(=O)([O-])S(=O)[O-].[Na+].[Na+] (sodium dithionite), ClC=1NC2=CC(=C(C=C2CC1C=O)F)F (2-chloro-6,7-difluoro-3-formyl-1,4-dihydroquinoline), [OH-].[K+] (potassium hydroxide), [Mn](=O)(=O)(=O)[O-].[K+] (potassium permanganate). Run in O (water). Run at time 30 minute. The product is ClC1=NC2=CC(=C(C=C2C=C1C(=O)O)F)F (2-chloro-6,7-difluoroquinoline-3-carboxylic acid). Yield: 91.3%. Reaction SMILES: [Mn]([O-])(=O)(=O)=O.[K+].[Cl:7][C:8]1[NH:9][C:10]2[C:15]([CH2:16][C:17]=1[CH:18]=[O:19])=[CH:14][C:13]([F:20])=[C:12]([F:21])[CH:11]=2.[OH-].[K+].S(S([O-])=O)([O-])=[O:25].[Na+].[Na+]>O>[Cl:7][C:8]1[C:17]([C:18]([OH:25])=[O:19])=[CH:16][C:15]2[C:10](=[CH:11][C:12]([F:21])=[C:13]([F:20])[CH:14]=2)[N:9]=1 |f:0.1,3.4,5.6.7|. Procedure: A solution of 115 g of potassium permanganate in 1.215 liters of water is added in the course of 1 hour, while keeping the temperature between 10° and 14° C., to a stirred suspension, cooled to 10° C., of 70.18 g of 2-chloro-6,7-difluoro-3-formyl-1,4-dihydroquinoline in 970 cm3 of N aqueous potassium hydroxide solution. The temperature is allowed to rise to about 20° C. and the mixture is stirred for a further 30 minutes at this temperature. 38.5 g of sodium dithionite are added, the mixture is ...